Dataset: the Open Reaction Database (ORD), a public repository of structured organic reaction records. Task: describe an organic reaction: reactants, conditions, products, and yield Starting materials: 25, FC1=CC=C(C=C1)CN1C(=NC2=C1C=CC=C2)CC2CCN(CC2)CCN=C=S (1-[(4-fluorophenyl)methyl]-2-[[1-(2-isothiocyanatoethyl)-4-piperidinyl]methyl]-1H-benzimidazole), N (ammonia). The solvent is CO (methanol). Reaction conditions: time 8 hour. The product is 25, FC1=CC=C(C=C1)CN1C(=NC2=C1C=CC=C2)CC2CCN(CC2)CCNC(=S)N (N-[2-[4-[[1-[(4-fluorophenyl)methyl]-1H-benzimidazol-2-yl]methyl]-1-piperidinyl]ethyl]thiourea). Isolated yield 100.0%. RXN SMILES: [F:1][C:2]1[CH:7]=[CH:6][C:5]([CH2:8][N:9]2[C:13]3[CH:14]=[CH:15][CH:16]=[CH:17][C:12]=3[N:11]=[C:10]2[CH2:18][CH:19]2[CH2:24][CH2:23][N:22]([CH2:25][CH2:26][N:27]=[C:28]=[S:29])[CH2:21][CH2:20]2)=[CH:4][CH:3]=1.[NH3:30]>CO>[F:1][C:2]1[CH:7]=[CH:6][C:5]([CH2:8][N:9]2[C:13]3[CH:14]=[CH:15][CH:16]=[CH:17][C:12]=3[N:11]=[C:10]2[CH2:18][CH:19]2[CH2:24][CH2:23][N:22]([CH2:25][CH2:26][NH:27][C:28]([NH2:30])=[S:29])[CH2:21][CH2:20]2)=[CH:4][CH:3]=1. Procedure details: A mixture of 25 parts of 1-[(4-fluorophenyl)methyl]-2-[[1-(2-isothiocyanatoethyl)-4-piperidinyl]methyl]-1H-benzimidazole and 160 parts of methanol saturated with ammonia was stirred overnight at room temperature. The reaction mixture was evaporated, yielding 25 parts (100%) of N-[2-[4-[[1-[(4-fluorophenyl)methyl]-1H-benzimidazol-2-yl]methyl]-1-piperidinyl]ethyl]thiourea (449). The reactants are CC1=C(C=NN1)C1=CC=CC=C1 (5-methyl-4-phenyl-1H-pyrazole), [I-].[Na+] (sodium iodide), II (iodine), C(=O)([O-])[O-].[K+].[K+] (K2CO3). The solvent is C1CCOC1 (THF), O (water). Product: IC1=NNC(=C1C1=CC=CC=C1)C (3-Iodo-5-methyl-4-phenyl-1H-pyrazole). Yield: 27.8%. Reaction SMILES: [CH3:1][C:2]1[NH:6][N:5]=[CH:4][C:3]=1[C:7]1[CH:12]=[CH:11][CH:10]=[CH:9][CH:8]=1.[I-:13].[Na+].II.C([O-])([O-])=O.[K+].[K+]>C1COCC1.O>[I:13][C:4]1[C:3]([C:7]2[CH:8]=[CH:9][CH:10]=[CH:11][CH:12]=2)=[C:2]([CH3:1])[NH:6][N:5]=1 |f:1.2,4.5.6|. Reported procedure: To a solution of 5-methyl-4-phenyl-1H-pyrazole (5.0 g, 31.6 mmol) in THF (40 mL) and water (40 mL) were added sodium iodide (4.74 g, 31.6 mmol), iodine (12.03 g, 47.4 mmol), and K2CO3 (4.37 g, 31.6 mmol) at room temperature. The reaction was refluxed for 2 h and then quenched with aqueous Na2SO3 (10%). The mixture was extracted with ethyl acetate, dried over MgSO4, and concentrated under reduced pressure. The residue was purified by silica gel column chromatography to give the title compound as ... The product is CCOC(=O)Cc1cc(OCc2ccc(Cl)cc2)cc(-c2ccc(C(F)(F)F)cc2)c1. As a reaction SMILES: [CH2:1]([CH3:2])[O:3][C:4]([CH2:5][c:6]1[cH:7][c:8](-[c:13]2[cH:14][cH:15][c:16]([C:19]([F:20])([F:21])[F:22])[cH:17][cH:18]2)[cH:9][c:10]([OH:12])[cH:11]1)=[O:23].[CH3:39][C:40]#[N:41].[Cl:30][c:31]1[cH:32][cH:33][c:34]([CH2:35][Br:36])[cH:37][cH:38]1.[K+:24].[K+:25].[O-:26][C:27]([O-:28])=[O:29]>>[CH2:1]([CH3:2])[O:3][C:4]([CH2:5][c:6]1[cH:7][c:8](-[c:13]2[cH:14][cH:15][c:16]([C:19]([F:20])([F:21])[F:22])[cH:17][cH:18]2)[cH:9][c:10]([O:12][CH2:35][c:34]2[cH:33][cH:32][c:31]([Cl:30])[cH:38][cH:37]2)[cH:11]1)=[O:23]. Starting materials: CCOC(=O)Cc1cc(O)cc(-c2ccc(C(F)(F)F)cc2)c1, CC#N, Clc1ccc(CBr)cc1, [K+], [K+], O=C([O-])[O-]. Reactants: Cc1cc(C)cc(-c2[nH]c3ccc(C(C)(C)C(=O)O)cc3c2C(C)CNC(=O)OC(C)(C)C)c1, CCNCC, ClCCl, CCN=C=NCCCN(C)C, Cl, On1nnc2ccccc21. Product: CCN(CC)C(=O)C(C)(C)c1ccc2[nH]c(-c3cc(C)cc(C)c3)c(C(C)CNC(=O)OC(C)(C)C)c2c1. Reaction SMILES: [C:1]([CH3:2])([CH3:3])([CH3:4])[O:5][C:6](=[O:7])[NH:8][CH2:9][CH:10]([CH3:11])[c:12]1[c:13](-[c:27]2[cH:28][c:29]([CH3:34])[cH:30][c:31]([CH3:33])[cH:32]2)[nH:14][c:15]2[cH:16][cH:17][c:18]([C:21]([C:22](=[O:23])[OH:24])([CH3:25])[CH3:26])[cH:19][c:20]12.[CH2:57]([CH3:58])[NH:59][CH2:60][CH3:61].[CH2:62]([Cl:63])[Cl:64].[CH3:46][N:47]([CH3:48])[CH2:49][CH2:50][CH2:51][N:52]=[C:53]=[N:54][CH2:55][CH3:56].[ClH:45].[OH:35][n:36]1[c:37]2[cH:38][cH:39][cH:40][cH:41][c:42]2[n:43][n:44]1>>[C:1]([CH3:2])([CH3:3])([CH3:4])[O:5][C:6](=[O:7])[NH:8][CH2:9][CH:10]([CH3:11])[c:12]1[c:13](-[c:27]2[cH:28][c:29]([CH3:34])[cH:30][c:31]([CH3:33])[cH:32]2)[nH:14][c:15]2[cH:16][cH:17][c:18]([C:21]([C:22](=[O:24])[N:59]([CH2:57][CH3:58])[CH2:60][CH3:61])([CH3:25])[CH3:26])[cH:19][c:20]12. The reactants are COC1=CC=C(C(=O)C2=CC=CC=C2)C=C1 (4-methoxybenzophenone). Reagents/catalysts: C(C)(=O)O (acetic acid). Solvent: C(C)(C)O (isopropyl alcohol). Product: COC1=CC=C(C=C1)C(C(O)(C1=CC=CC=C1)C1=CC=C(C=C1)OC)(O)C1=CC=CC=C1 (1,2-bis(p-methoxyphenyl)-1,2-diphenyl-1,2-ethanediol). Yield: 99.3%. RXN SMILES: [CH3:1][O:2][C:3]1[CH:16]=[CH:15][C:6]([C:7]([C:9]2[CH:14]=[CH:13][CH:12]=[CH:11][CH:10]=2)=[O:8])=[CH:5][CH:4]=1>C(O)(=O)C.C(O)(C)C>[CH3:1][O:2][C:3]1[CH:16]=[CH:15][C:6]([C:7]([C:9]2[CH:14]=[CH:13][CH:12]=[CH:11][CH:10]=2)([OH:8])[C:7]([C:6]2[CH:5]=[CH:4][C:3]([O:2][CH3:1])=[CH:16][CH:15]=2)([C:9]2[CH:10]=[CH:11][CH:12]=[CH:13][CH:14]=2)[OH:8])=[CH:5][CH:4]=1. Procedure details: 0.04 g of acetic acid was added to 35.98 g of isopropyl alcohol, and 4.02 g of 4-methoxybenzophenone was dissolved therein. To this solution, ultraviolet rays were irradiated by a high pressure mercury lamp (UVL-100HA, manufactured by Riko Kagaku Sangyo K.K.) to carry out the reaction for 4 hours. After the reaction, the solvent was distilled off to obtain 4.01 g of 1,2-bis(p-methoxyphenyl)-1,2-diphenyl-1,2-ethanediol (compound (C2)).